Dataset: the Open Reaction Database (ORD), a public repository of structured organic reaction records. Task: describe an organic reaction: reactants, conditions, products, and yield Starting materials: ClC=1C(=NC=CN1)N (3-Chloro-2-aminopyrazine), ClC(C(=O)OC)C(CC)=O (methyl 2-chloro-3-oxopentanoate). Reaction conditions: temperature 170 celsius, time 2 hour. Yields the product COC(=O)C1=C(N=C2N1C=CN=C2Cl)CC (8-Chloro-2-ethylimidazo[1,2-a]pyrazine-3-carboxylic Acid Methyl Ester). Isolated yield 25.5%. Reaction SMILES: [Cl:1][C:2]1[C:3]([NH2:8])=[N:4][CH:5]=[CH:6][N:7]=1.Cl[CH:10]([C:15](=O)[CH2:16][CH3:17])[C:11]([O:13][CH3:14])=[O:12]>>[CH3:14][O:13][C:11]([C:10]1[N:4]2[CH:5]=[CH:6][N:7]=[C:2]([Cl:1])[C:3]2=[N:8][C:15]=1[CH2:16][CH3:17])=[O:12]. Reported procedure: 3-Chloro-2-aminopyrazine (2.1 g, 16.2 mmol) and methyl 2-chloro-3-oxopentanoate (6.7 mL, 48.6 mmol) were mixed, and heated under stirring at 170° C. for 2 hours. After being allowed to cool, the unnecessary materials were filtered off and washed with ethyl acetate, and then filtrates were combined and evaporated. The resulting residue was purified by silica gel column chromatography (n-hexane:ethyl acetate=4:1) to give the title compound (0.99 g) as white crystals. Starting materials: FC(C(=O)OCC)(C(C1=NC=C(C=C1)C1=CC(=CC(=C1)NC1=NC=CC(=N1)C(F)(F)F)C)OC(=S)SC)F (ethyl 2,2-difluoro-3-{[(methylsulfanyl)carbonothioyl]oxy}-3-[5-(3-methyl-5-{[4-(trifluoromethyl)pyrimidin-2-yl]amino}phenyl)pyridin-2-yl]propanoate), C1(=CC=CC=C1)P(C1=CC=CC=C1)=O (diphenylphosphine oxide), C(C)(C)(C)OOC(C)(C)C (di-tert-butyl peroxide), ( g ). The solvent is O1CCOCC1 (dioxane). The product is FC(C(=O)OCC)(CC1=NC=C(C=C1)C1=CC(=CC(=C1)NC1=NC=CC(=N1)C(F)(F)F)C)F (ethyl 2,2-difluoro-3-[5-(3-methyl-5-{[4-(trifluoromethyl)pyrimidin-2-yl]amino}phenyl)pyridin-2-yl]propanoate). Reaction SMILES: [F:1][C:2]([F:38])([CH:8](OC(SC)=S)[C:9]1[CH:14]=[CH:13][C:12]([C:15]2[CH:20]=[C:19]([NH:21][C:22]3[N:27]=[C:26]([C:28]([F:31])([F:30])[F:29])[CH:25]=[CH:24][N:23]=3)[CH:18]=[C:17]([CH3:32])[CH:16]=2)=[CH:11][N:10]=1)[C:3]([O:5][CH2:6][CH3:7])=[O:4].C1(P(=O)C2C=CC=CC=2)C=CC=CC=1.C(OOC(C)(C)C)(C)(C)C>O1CCOCC1>[F:38][C:2]([F:1])([CH2:8][C:9]1[CH:14]=[CH:13][C:12]([C:15]2[CH:20]=[C:19]([NH:21][C:22]3[N:27]=[C:26]([C:28]([F:29])([F:30])[F:31])[CH:25]=[CH:24][N:23]=3)[CH:18]=[C:17]([CH3:32])[CH:16]=2)=[CH:11][N:10]=1)[C:3]([O:5][CH2:6][CH3:7])=[O:4]. Procedure: A mixture of ethyl 2,2-difluoro-3-{[(methylsulfanyl)carbonothioyl]oxy}-3-[5-(3-methyl-5-{[4-(trifluoromethyl)pyrimidin-2-yl]amino}phenyl)pyridin-2-yl]propanoate (68.5 mg, 0.120 mmol), anhydrous dioxane (5.00 mL), diphenylphosphine oxide (25.6 mg, 0.127 mmol) and di-tert-butyl peroxide (10.0 μL, 0.054 mmol) was heated to reflux for 6 hours under Ar(g). The reaction mixture was concentrate under reduced pressure and the residue was purified by reverse phase HPLC to afford ethyl 2,2-difluoro-3-[5-(... The reactants are N(C(C)(C)C(=O)N[C@H](CC1=CNC2=CC=CC=C12)C(=O)N1[C@@H](C(=O)O)CCC1)C(=O)OC(C)(C)C.N1CC(CCC1)C(=O)N (Boc-Aib-DTrp-DPro 3-piperidinamide), FC(C(=O)O)(F)F (trifluoracetic acid). Solvent: C(Cl)Cl (CH2Cl2). Yields the product NC(C)(C)C(=O)N[C@H](CC1=CNC2=CC=CC=C12)C(=O)N1[C@@H](C(=O)O)CCC1.CC1CN(CCC1)C(=O)N (Aib-DTrp-DPro 3-methylpiperidinamide). Isolated yield 84.8%. RXN SMILES: [NH:1](C(OC(C)(C)C)=O)[C:2]([C:5]([NH:7][C@@H:8]([C:19]([N:21]1[CH2:28][CH2:27][CH2:26][C@@H:22]1[C:23]([OH:25])=[O:24])=[O:20])[CH2:9][C:10]1[C:18]2[C:13](=[CH:14][CH:15]=[CH:16][CH:17]=2)[NH:12][CH:11]=1)=[O:6])([CH3:4])[CH3:3].[NH:36]1[CH2:41][CH2:40][CH2:39][CH:38]([C:42](N)=O)[CH2:37]1.FC(F)(F)C(O)=O>C(Cl)Cl>[NH2:1][C:2]([C:5]([NH:7][C@@H:8]([C:19]([N:21]1[CH2:28][CH2:27][CH2:26][C@@H:22]1[C:23]([OH:25])=[O:24])=[O:20])[CH2:9][C:10]1[C:18]2[C:13](=[CH:14][CH:15]=[CH:16][CH:17]=2)[NH:12][CH:11]=1)=[O:6])([CH3:3])[CH3:4].[CH3:42][CH:38]1[CH2:39][CH2:40][CH2:41][N:36]([C:5]([NH2:7])=[O:6])[CH2:37]1 |f:0.1,4.5|. Procedure: Under N2 atmosphere, the Boc-Aib-DTrp-DPro-3-piperidinamide was dissolved in 25 ml of CH2Cl2 and 10 ml of trifluoracetic acid was added while being stirred. The reaction mixture was stirred for 30 min. All volatiles were removed under vacuum and the residue was dissolved in 30 ml of CH2Cl2 and washed with 10 ml saturated NaCHO3 aqueous solution. The organic layer was removed and the aqueous layer was extracted with CH2Cl2 (3×10 ml). The organic layer was dried over anhydrous sodium sulfate, filt...